This data is from the Open Reaction Database (ORD), a public repository of structured organic reaction records. The task is: describe an organic reaction: reactants, conditions, products, and yield Starting materials: CN1C(CCC1)C1=CC=C(\C=N\C2=C3COC(C3=CC=C2)=O)C=C1 ((E)-4-(4-(1-methylpyrrolidin-2-yl)benzylideneamino)isobenzofuran-1(3H)-one), FC1=CC=C(C=C1)C=O (4-fluorobenzenaldehyde), CC[O-].[Na+] (EtONa). Solvent: C(CC)(=O)OCC (ethyl propionate), CCO (EtOH). Yields the product FC1=CC=C(C=C1)C1C(NC=2C=CC=C(C2C1=O)C(=O)OCC)C1=CC=C(C=C1)C1N(CCC1)C (Ethyl 3-(4-fluorophenyl)-2-(4-(1-methylpyrrolidin-2-yl)phenyl)-4-oxo-1,2,3,4-tetrahydroquinoline-5-carboxylate). The yield is 42.3%. Reaction SMILES: [CH3:1][N:2]1[CH2:6][CH2:5][CH2:4][CH:3]1[C:7]1[CH:24]=[CH:23][C:10](/[CH:11]=[N:12]/[C:13]2[CH:21]=[CH:20][CH:19]=[C:18]3[C:14]=2[CH2:15][O:16][C:17]3=[O:22])=[CH:9][CH:8]=1.[F:25][C:26]1[CH:31]=[CH:30][C:29]([CH:32]=O)=[CH:28][CH:27]=1.[CH3:34][CH2:35][O-:36].[Na+]>C(OCC)(=O)CC.CCO>[F:25][C:26]1[CH:31]=[CH:30][C:29]([CH:32]2[C:35](=[O:36])[C:34]3[C:18]([C:17]([O:16][CH2:15][CH3:14])=[O:22])=[CH:19][CH:20]=[CH:21][C:13]=3[NH:12][CH:11]2[C:10]2[CH:23]=[CH:24][C:7]([CH:3]3[CH2:4][CH2:5][CH2:6][N:2]3[CH3:1])=[CH:8][CH:9]=2)=[CH:28][CH:27]=1 |f:2.3|. Procedure details: A mixture of (E)-4-(4-(1-methylpyrrolidin-2-yl)benzylideneamino)isobenzofuran-1(3H)-one (0.32 g, 1 mmol), 4-fluorobenzenaldehyde (0.248 g, 2 mmol) was dissolved in dry ethyl propionate (5 mL), EtONa (0.136 g, 2 mmol) in EtOH (5 mL) was added to this solution and the mixture was stirred at room temperature until the starting material was disappeared as monitored by TLC. The reaction was quenched with 0.5 mL of water, the resulting mixture was concentrated in vacuo, and the residue was purified by... The reactants are 3A, O=C1CCN(C2=C(C=CC=C12)CO)CC (4-oxo-1-ethyl-8-hydroxymethyl-1,2,3,4-tetrahydroquinoline), 3A, C1(CC1)N (cyclopropylamine), C1(=CC=C(C=C1)S(=O)(=O)O)C (p-toluenesulfonic acid). Run in CO (methanol). Run at temperature 65 celsius, time 8 hour. The product is C1(CC1)NC1CCN(C2=C(C=CC=C12)CO)CC (4-cyclopropylamino-8-hydroxymethyl-1-ethyl-1,2,3,4-tetrahydroquinoline). Yield: 80.9%. As a reaction SMILES: O=[C:2]1[C:11]2[C:6](=[C:7]([CH2:12][OH:13])[CH:8]=[CH:9][CH:10]=2)[N:5]([CH2:14][CH3:15])[CH2:4][CH2:3]1.[CH:16]1([NH2:19])[CH2:18][CH2:17]1.C1(C)C=CC(S(O)(=O)=O)=CC=1>CO>[CH:16]1([NH:19][CH:2]2[C:11]3[C:6](=[C:7]([CH2:12][OH:13])[CH:8]=[CH:9][CH:10]=3)[N:5]([CH2:14][CH3:15])[CH2:4][CH2:3]2)[CH2:18][CH2:17]1. Procedure: To a solution of 4-oxo-1-ethyl-8-hydroxymethyl-1,2,3,4-tetrahydroquinoline (3.80 g) in methanol (40 ml), molecular sieve 3A (4 g), cyclopropylamine (11.42 g) and p-toluenesulfonic acid (catalytic amount) were added and the mixture was stirred for 8 hours at 65° C. After ice-cooling the reaction mixture, molecular sieve 3A was filtered off, then sodium borohydride (1.05 g) was added thereto, and the mixture was stirred for 1 hour at room temperature. A small amount of water was added to the react... Reactants: CCOC(=O)CC(=O)N1CC(Oc2ccccc2C(C)(C)C)C1, CCO, Cl, [Li+], [OH-]. Product: CC(C)(C)c1ccccc1OC1CN(C(=O)CC(=O)O)C1. As a reaction SMILES: [C:1]([CH3:2])([CH3:3])([CH3:4])[c:5]1[c:6]([O:7][CH:8]2[CH2:9][N:10]([C:12]([CH2:13][C:14](=[O:15])[O:16][CH2:17][CH3:18])=[O:19])[CH2:11]2)[cH:20][cH:21][cH:22][cH:23]1.[CH3:27][CH2:28][OH:29].[ClH:26].[Li+:24].[OH-:25]>>[C:1]([CH3:2])([CH3:3])([CH3:4])[c:5]1[c:6]([O:7][CH:8]2[CH2:9][N:10]([C:12]([CH2:13][C:14](=[O:15])[OH:16])=[O:19])[CH2:11]2)[cH:20][cH:21][cH:22][cH:23]1. Procedure: (S)-4-(1-(2-aminopropyl)-1H-pyrazol-3-yl)-2-chlorobenzonitrile (200 mg, 0.77 mmol) was coupled with 1-methyl-1H-imidazole-4-carboxylic acid (145 mg, 1.15 mmol) using the method of Example 34(d). Crude product was purified twice by CombiFlash (1st column: C-18, eluent: 0-100% MeCN in water; 2nd column: silica, eluent 100% DCM) to yield a total of 121 mg (43%) of the title compound. 1H-NMR (400 MHz; CDCl3): δ 1.22 (d, 3H), 3.74 (s, 3H), 4.27 (dd, 1H), 4.41 (dd, 1H), 4.50-4.62 (m, 1H), 6.61 (d, 1H)... Reaction SMILES: [NH2:1][C@@H:2]([CH3:18])[CH2:3][N:4]1[CH:8]=[CH:7][C:6]([C:9]2[CH:16]=[CH:15][C:12]([C:13]#[N:14])=[C:11]([Cl:17])[CH:10]=2)=[N:5]1.[CH3:19][N:20]1[CH:24]=[C:23]([C:25](O)=[O:26])[N:22]=[CH:21]1>>[Cl:17][C:11]1[CH:10]=[C:9]([C:6]2[CH:7]=[CH:8][N:4]([CH2:3][C@@H:2]([NH:1][C:25]([C:23]3[N:22]=[CH:21][N:20]([CH3:19])[CH:24]=3)=[O:26])[CH3:18])[N:5]=2)[CH:16]=[CH:15][C:12]=1[C:13]#[N:14]. Reactants: N[C@H](CN1N=C(C=C1)C1=CC(=C(C#N)C=C1)Cl)C ((S)-4-(1-(2-aminopropyl)-1H-pyrazol-3-yl)-2-chlorobenzonitrile), CN1C=NC(=C1)C(=O)O (1-methyl-1H-imidazole-4-carboxylic acid). Isolated yield 42.6%. The product is ClC=1C=C(C=CC1C#N)C1=NN(C=C1)C[C@H](C)NC(=O)C=1N=CN(C1)C ((S)—N-(1-(3-(3-chloro-4-cyanophenyl)-1H-pyrazol-1-yl)propan-2-yl)-1-methyl-1H-imidazole-4-carboxamide). Starting materials: S(O)(O)(=O)=O (sulphuric acid), [Si](C)(C)(C(C)(C)C)OC=1C=C(C=CC1O[Si](C)(C)C(C)(C)C)C=CC=1C=C(C=CC1)CCCCCC(OC1OCCCC1)(C)C (2-[6-(3-{2-[3,4-bis(tert-butyldimethylsilanyloxy)phenyl]vinyl}phenyl)-1,1-dimethylhexyloxy]tetrahydropyran). Run in O (water), C1CCOC1 (THF). Product: OC(CCCCCC=1C=C(C=CC1)C=CC=1C=C(C(=CC1)O)O)(C)C (4-{2-[3-(6-Hydroxy-6-methylheptyl)phenyl]vinyl}benzene-1,2-diol). Reaction SMILES: S(=O)(=O)(O)O.[Si]([O:13][C:14]1[CH:15]=[C:16]([CH:28]=[CH:29][C:30]2[CH:31]=[C:32]([CH2:36][CH2:37][CH2:38][CH2:39][CH2:40][C:41]([CH3:50])([CH3:49])[O:42]C3CCCCO3)[CH:33]=[CH:34][CH:35]=2)[CH:17]=[CH:18][C:19]=1[O:20][Si](C(C)(C)C)(C)C)(C(C)(C)C)(C)C>C1COCC1.O>[OH:42][C:41]([CH3:50])([CH3:49])[CH2:40][CH2:39][CH2:38][CH2:37][CH2:36][C:32]1[CH:31]=[C:30]([CH:29]=[CH:28][C:16]2[CH:15]=[C:14]([OH:13])[C:19]([OH:20])=[CH:18][CH:17]=2)[CH:35]=[CH:34][CH:33]=1. Procedure details: In a manner similar to Example 25(d), by reacting 0.118 ml of concentrated sulphuric acid with 1.38 g (2.11 mmol) of 2-[6-(3-{2-[3,4-bis(tert-butyldimethylsilanyloxy)phenyl]vinyl}phenyl)-1,1-dimethylhexyloxy]tetrahydropyran in 20 ml of THF and 10 ml of water, after purification on a silica column (ethyl acetate 45-heptane 55), a solid having a cottony appearance (m=522 mg; Y=77%) is obtained. The reactants are NCC1N(CC(CC1)F)C(=O)C=1N=C(SC1C1=CC=CC=C1)C ((2-(aminomethyl)-5-fluoropiperidin-1-yl)(2-methyl-5-phenylthiazol-4-yl)methanone), ClC1=NC=C(C=C1)C(F)(F)F (2-chloro-5-(trifluoromethyl)pyridine), C(=O)([O-])[O-].[Cs+].[Cs+] (Cs2CO3). Solvent: CN(C)C=O (DMF), CCOC(=O)C (EtOAc). Run at temperature 120 celsius, time 8 hour. Product: FC1CCC(N(C1)C(=O)C=1N=C(SC1C1=CC=CC=C1)C)CNC1=NC=C(C=C1)C(F)(F)F ((5-fluoro-2-((5-(trifluoromethyl)pyridin-2-ylamino)methyl)piperidin-1-yl)(2-methyl-5-phenylthiazol-4-yl)methanone). Reaction SMILES: [NH2:1][CH2:2][CH:3]1[CH2:8][CH2:7][CH:6]([F:9])[CH2:5][N:4]1[C:10]([C:12]1[N:13]=[C:14]([CH3:23])[S:15][C:16]=1[C:17]1[CH:22]=[CH:21][CH:20]=[CH:19][CH:18]=1)=[O:11].Cl[C:25]1[CH:30]=[CH:29][C:28]([C:31]([F:34])([F:33])[F:32])=[CH:27][N:26]=1.C([O-])([O-])=O.[Cs+].[Cs+]>CN(C=O)C.CCOC(C)=O>[F:9][CH:6]1[CH2:5][N:4]([C:10]([C:12]2[N:13]=[C:14]([CH3:23])[S:15][C:16]=2[C:17]2[CH:22]=[CH:21][CH:20]=[CH:19][CH:18]=2)=[O:11])[CH:3]([CH2:2][NH:1][C:25]2[CH:30]=[CH:29][C:28]([C:31]([F:34])([F:33])[F:32])=[CH:27][N:26]=2)[CH2:8][CH2:7]1 |f:2.3.4|. Reported procedure: A mixture of (2-(aminomethyl)-5-fluoropiperidin-1-yl)(2-methyl-5-phenylthiazol-4-yl)methanone (0.18 mmol, 0.06 g), 2-chloro-5-(trifluoromethyl)pyridine (0.38 mmol, 0.07 g) and Cs2CO3 in DMF (1.5 mL) was stirred at 120° C. overnight. The reaction mixture was diluted with EtOAc and washed with brine. The organic layer was separated, dried with MgSO4 and concentrated in vacuo. The desired (5-fluoro-2-((5-(trifluoromethyl)pyridin-2-ylamino)methyl)piperidin-1-yl)(2-methyl-5-phenylthiazol-4-yl)methano...